This data is from the Open Reaction Database (ORD), a public repository of structured organic reaction records. The task is: describe an organic reaction: reactants, conditions, products, and yield Starting materials: C(C1=CC=CC=C1)(=O)C=1C=C(C=CC1)C(C(=O)OC)C (methyl 2-(3-benzoylphenyl)propionate), [BH4-].[Na+] (sodium borohydride), C(Cl)(Cl)Cl (chloroform). Run in CO (methanol). Run at temperature 0 celsius, time 2 hour. Product: C1(=CC=CC=C1)C(C=1C=C(C=CC1)C(C(=O)OC)C)O (Methyl 2-[3-(phenylhydroxymethyl)phenyl]propionate). Isolated yield 97.0%. As a reaction SMILES: [C:1]([C:9]1[CH:10]=[C:11]([CH:15]([CH3:20])[C:16]([O:18][CH3:19])=[O:17])[CH:12]=[CH:13][CH:14]=1)(=[O:8])[C:2]1[CH:7]=[CH:6][CH:5]=[CH:4][CH:3]=1.[BH4-].[Na+].C(Cl)(Cl)Cl>CO>[C:2]1([CH:1]([OH:8])[C:9]2[CH:10]=[C:11]([CH:15]([CH3:20])[C:16]([O:18][CH3:19])=[O:17])[CH:12]=[CH:13][CH:14]=2)[CH:3]=[CH:4][CH:5]=[CH:6][CH:7]=1 |f:1.2|. Procedure: To a solution of 164 g of methyl 2-(3-benzoylphenyl)propionate in 1100 mL methanol at a 0° C., 14 of sodium borohydride were added, keeping the temperature between 7 and 10° C. After 2 hours of stirring at 0° C., TLC (silica-gel/chloroform) showed total consumption of starting material. The solvent was evaporated under vacuum. The residue was dissolved in 400 mL of methylene chloride. The solution was washed three times with 250 ml of 1% hydrochloric acid, until acid pH, and then with saturated ... The reactants are [Al+3], [Cl-], [Cl-], [Cl-], O=C1CCC(=O)O1, O, S=C=S, COC(=O)Cc1ccccc1. Product: COC(=O)Cc1ccc(C(=O)CCC(=O)O)cc1. Reaction SMILES: [Al+3:13].[Cl-:12].[Cl-:14].[Cl-:15].[O:19]=[C:20]1[CH2:21][CH2:22][C:23](=[O:24])[O:25]1.[OH2:26].[S:16]=[C:17]=[S:18].[c:1]1([CH2:7][C:8](=[O:9])[O:10][CH3:11])[cH:2][cH:3][cH:4][cH:5][cH:6]1>>[c:1]1([CH2:7][C:8](=[O:9])[O:10][CH3:11])[cH:2][cH:3][c:4]([C:23]([CH2:22][CH2:21][C:20](=[O:19])[OH:25])=[O:24])[cH:5][cH:6]1. Reactants: [BH4-], CCO, COC(=O)c1cc(OC)no1, [Na+], O. Product: COc1cc(CO)on1. RXN SMILES: [BH4-:12].[CH3:15][CH2:16][OH:17].[CH3:1][O:2][c:3]1[n:4][o:5][c:6]([C:8](=[O:9])[O:10][CH3:11])[cH:7]1.[Na+:13].[OH2:14]>>[CH3:1][O:2][c:3]1[n:4][o:5][c:6]([CH2:8][OH:9])[cH:7]1. The reactants are CN(C)C(=O)c1cc2cccc(N3CCNCC3)c2o1, CC(=O)O, CCO, C=Cc1cccc(C(F)(F)F)n1. Yields the product CN(C)C(=O)c1cc2cccc(N3CCN(CCc4cccc(C(F)(F)F)n4)CC3)c2o1. Reaction SMILES: [CH3:1][N:2]([C:3](=[O:4])[c:5]1[o:6][c:7]2[c:8]([cH:9]1)[cH:10][cH:11][cH:12][c:13]2[N:14]1[CH2:15][CH2:16][NH:17][CH2:18][CH2:19]1)[CH3:20].[CH3:21][C:22](=[O:23])[OH:24].[CH3:37][CH2:38][OH:39].[F:25][C:26]([c:27]1[n:28][c:29]([CH:33]=[CH2:34])[cH:30][cH:31][cH:32]1)([F:35])[F:36]>>[CH3:1][N:2]([C:3](=[O:4])[c:5]1[o:6][c:7]2[c:8]([cH:9]1)[cH:10][cH:11][cH:12][c:13]2[N:14]1[CH2:15][CH2:16][N:17]([CH2:34][CH2:33][c:29]2[n:28][c:27]([C:26]([F:25])([F:35])[F:36])[cH:32][cH:31][cH:30]2)[CH2:18][CH2:19]1)[CH3:20].